The task is: describe an organic reaction: reactants, conditions, products, and yield. This data is from the Open Reaction Database (ORD), a public repository of structured organic reaction records. The reactants are C1(=CC=CC=C1)[C@H](C)N1[C@H]2C=C[C@@H]([C@@H]1C(=O)OCC)C2 (ethyl (1R, 3R, 4S)-2-[(S)-1-phenylethyl]-2-azabicyclo[2.2.1]hept-5-ene-3-carboxylate). Reagents/catalysts: [Pd] (Pd—C). The solvent is C(C)(=O)OCC (ethyl acetate). Run at time 16 hour. The product is C1(=CC=CC=C1)[C@H](C)N1[C@H]2CC[C@@H]([C@@H]1C(=O)OCC)C2 (ethyl (1S, 3R, 4R)-2-[(S)-1-phenylethyl]-2-azabicyclo[2.2.1]heptane-3-carboxylate). Isolated yield 75.5%. RXN SMILES: [C:1]1([C@@H:7]([N:9]2[C@@H:14]([C:15]([O:17][CH2:18][CH3:19])=[O:16])[C@H:13]3[CH2:20][C@@H:10]2[CH:11]=[CH:12]3)[CH3:8])[CH:6]=[CH:5][CH:4]=[CH:3][CH:2]=1>C(OCC)(=O)C.[Pd]>[C:1]1([C@@H:7]([N:9]2[C@@H:14]([C:15]([O:17][CH2:18][CH3:19])=[O:16])[C@H:13]3[CH2:20][C@@H:10]2[CH2:11][CH2:12]3)[CH3:8])[CH:6]=[CH:5][CH:4]=[CH:3][CH:2]=1. Procedure: To a solution of ethyl (1R, 3R, 4S)-2-[(S)-1-phenylethyl]-2-azabicyclo[2.2.1]hept-5-ene-3-carboxylate (791 mg, 2.91 mmol) obtained in Example 3 (a) in ethyl acetate (15 ml) was added 10% Pd—C (53 mg), and the mixture was stirred under a hydrogen atmosphere at room temperature for 16 hours. After a filtration through Celite, the solvent was concentrated. The residue was purified by silica gel column chromatography (5% ethyl acetate/hexane), to give ethyl (1S, 3R, 4R)-2-[(S)-1-phenylethyl]-2-azabi... Reactants: ClC1=NC(=NC(=C1)Cl)NC1=CC=C(C#N)C=C1 (4-[(4,6-dichloro-2-pyrimidinyl)amino]benzonitrile), BrN1C(CCC1=O)=O (1-bromo-2,5-pyrrolidinedione). Solvent: C(Cl)(Cl)Cl (CHCl3). Reaction conditions: time 30 minute. Yields the product BrC=1C(=NC(=NC1Cl)NC1=CC=C(C#N)C=C1)Cl (4-[(5-bromo-4,6-dichloro-2-pyrimidinyl)amino]benzonitrile). Yield: 55.1%. Reaction SMILES: [Cl:1][C:2]1[CH:7]=[C:6]([Cl:8])[N:5]=[C:4]([NH:9][C:10]2[CH:17]=[CH:16][C:13]([C:14]#[N:15])=[CH:12][CH:11]=2)[N:3]=1.[Br:18]N1C(=O)CCC1=O>C(Cl)(Cl)Cl>[Br:18][C:7]1[C:6]([Cl:8])=[N:5][C:4]([NH:9][C:10]2[CH:17]=[CH:16][C:13]([C:14]#[N:15])=[CH:12][CH:11]=2)=[N:3][C:2]=1[Cl:1]. Reported procedure: To 2.11 g of 4-[(4,6-dichloro-2-pyrimidinyl)amino]benzonitrile (0.00796 mol) was added 500 ml of CHCl3 and the mixture was stirred for 30 minutes to allow the dissolution of almost all of starting compound. 1-bromo-2,5-pyrrolidinedione (0.0397 mol) was added in one portion and the reaction mixture was stirred at room temperature. After about 30 minutes, the mixture became a clear orange solution and the reaction became increasingly reddish with time. After 40 hours, TLC and HPLC/MS showed the re... Starting materials: COCCOC, CCCCCC, Clc1cc(C(Cl)(Cl)Cl)cc(Cl)n1, [H-], [Na+], O, OCc1ccco1. The product is Clc1cc(C(Cl)(Cl)Cl)cc(OCc2ccco2)n1. RXN SMILES: [CH2:28]([CH2:29][O:30][CH3:31])[O:32][CH3:33].[CH3:1][CH2:2][CH2:3][CH2:4][CH2:5][CH3:6].[Cl:16][c:17]1[n:18][c:19]([Cl:27])[cH:20][c:21]([C:23]([Cl:24])([Cl:25])[Cl:26])[cH:22]1.[H-:7].[Na+:8].[OH2:34].[OH:9][CH2:10][c:11]1[o:12][cH:13][cH:14][cH:15]1>>[O:9]([CH2:10][c:11]1[o:12][cH:13][cH:14][cH:15]1)[c:19]1[n:18][c:17]([Cl:16])[cH:22][c:21]([C:23]([Cl:24])([Cl:25])[Cl:26])[cH:20]1.